describe an organic reaction: reactants, conditions, products, and yield From a dataset of the Open Reaction Database (ORD), a public repository of structured organic reaction records. The reactants are CCO, CCOC(=O)c1sc(N2CCC(NC(=O)c3[nH]c(C)c(Cl)c3Cl)CC2)nc1CN1C(=O)c2ccccc2C1=O, NN, O. Yields the product CCOC(=O)c1sc(N2CCC(NC(=O)c3[nH]c(C)c(Cl)c3Cl)CC2)nc1CN. Reaction SMILES: [CH3:43][CH2:44][OH:45].[Cl:1][c:2]1[c:3]([C:9](=[O:10])[NH:11][CH:12]2[CH2:13][CH2:14][N:15]([c:18]3[s:19][c:20]([C:35](=[O:36])[O:37][CH2:38][CH3:39])[c:21]([CH2:23][N:24]4[C:25](=[O:26])[c:27]5[c:28]([cH:29][cH:30][cH:31][cH:32]5)[C:33]4=[O:34])[n:22]3)[CH2:16][CH2:17]2)[nH:4][c:5]([CH3:8])[c:6]1[Cl:7].[NH2:41][NH2:42].[OH2:40]>>[Cl:1][c:2]1[c:3]([C:9](=[O:10])[NH:11][CH:12]2[CH2:13][CH2:14][N:15]([c:18]3[s:19][c:20]([C:35](=[O:36])[O:37][CH2:38][CH3:39])[c:21]([CH2:23][NH2:24])[n:22]3)[CH2:16][CH2:17]2)[nH:4][c:5]([CH3:8])[c:6]1[Cl:7]. Starting materials: N1(C=NC=C1)C(C=1C=C(C(=CC1)N)N)C1=CC=CC=C1 (4-[(1H-imidazol-1-yl)phenylmethyl]-1,2-benzenediamine), C(=S)=S (carbon disulfide), C(C)O (ethanol), [OH-].[K+] (potassium hydroxide). Solvent: O (water). Yield: 70.1%. Run at time 3 hour. Procedure details: A mixture of 5.28 parts of 4-[(1H-imidazol-1-yl)phenylmethyl]-1,2-benzenediamine, 2.3 parts of carbon disulfide, 80 parts of ethanol, 1.68 parts of potassium hydroxide and 11 parts of water was stirred for 3 hours at reflux temperature. After evaporation, 100 parts of water were added to the residue and the mixture was neutralized with 1.8 parts of a 0.03M acetic acid solution. After stirring, the precipitated product was filtered off, washed with 2-propanone and dried, yielding 4.3 parts (70.1%... Reaction SMILES: [N:1]1([CH:6]([C:15]2[CH:20]=[CH:19][CH:18]=[CH:17][CH:16]=2)[C:7]2[CH:8]=[C:9]([NH2:14])[C:10]([NH2:13])=[CH:11][CH:12]=2)[CH:5]=[CH:4][N:3]=[CH:2]1.[C:21](=S)=[S:22].C(O)C.[OH-].[K+]>O>[N:1]1([CH:6]([C:15]2[CH:16]=[CH:17][CH:18]=[CH:19][CH:20]=2)[C:7]2[CH:12]=[CH:11][C:10]3[NH:13][C:21]([SH:22])=[N:14][C:9]=3[CH:8]=2)[CH:5]=[CH:4][N:3]=[CH:2]1 |f:3.4|. The product is N1(C=NC=C1)C(C1=CC2=C(NC(=N2)S)C=C1)C1=CC=CC=C1 (5-[(1H-imidazol-1-yl)phenylmethyl]-1H-benzimidazole-2-thiol).